This data is from the Open Reaction Database (ORD), a public repository of structured organic reaction records. The task is: describe an organic reaction: reactants, conditions, products, and yield The reactants are COC(=O)C1=C(C)NC(C)=C(C(=O)OC)C1c1cccc([N+](=O)[O-])c1, COCCOCCl, [H-], [Na+], CN(C)C=O. Yields the product COCCOCN1C(C)=C(C(=O)OC)C(c2cccc([N+](=O)[O-])c2)C(C(=O)OC)=C1C. RXN SMILES: [CH3:1][C:2]1=[C:7]([C:8](=[O:9])[O:10][CH3:11])[CH:6]([c:12]2[cH:13][c:14]([N+:18](=[O:19])[O-:20])[cH:15][cH:16][cH:17]2)[C:5]([C:21](=[O:22])[O:23][CH3:24])=[C:4]([CH3:25])[NH:3]1.[CH3:26][O:27][CH2:28][CH2:29][O:30][CH2:31][Cl:32].[H-:34].[Na+:33].[O:35]=[CH:36][N:37]([CH3:38])[CH3:39]>>[CH3:1][C:2]1=[C:7]([C:8](=[O:9])[O:10][CH3:11])[CH:6]([c:12]2[cH:13][c:14]([N+:18](=[O:19])[O-:20])[cH:15][cH:16][cH:17]2)[C:5]([C:21](=[O:22])[O:23][CH3:24])=[C:4]([CH3:25])[N:3]1[CH2:31][O:30][CH2:29][CH2:28][O:27][CH3:26]. Starting materials: Br (HBr), C(#N)[BH3-].[Na+] (sodium cyanoborohydrid), C1(=CC=CC=C1)CCC=O (3-phenylpropanal), C=O (Paraformaldehyde), C(#N)[BH3-].[Na+] (sodium cyanoborohydride), [OH-].[Na+] (sodium hydroxide), NC1COC2=CC=CC(=C2C1)OC (3-Amino-5-methoxychroman). Run in C1(=CC=CC=C1)C (toluene), C(C)(=O)O (acetic acid), CO (methanol). Conditions: temperature 0 celsius, time 4 hour. Product: CN(C1COC2=CC=CC(=C2C1)O)CCCC1=CC=CC=C1 (3-(Methyl(3-phenylpropyl)amino)-5-hydroxychroman). RXN SMILES: [NH2:1][CH:2]1[CH2:11][C:10]2[C:5](=[CH:6][CH:7]=[CH:8][C:9]=2[O:12]C)[O:4][CH2:3]1.C([BH3-])#N.[Na+].[C:18]1([CH2:24][CH2:25][CH:26]=O)[CH:23]=[CH:22][CH:21]=[CH:20][CH:19]=1.[CH2:28]=O.Br.[OH-].[Na+]>CO.C1(C)C=CC=CC=1.C(O)(=O)C>[CH3:28][N:1]([CH2:26][CH2:25][CH2:24][C:18]1[CH:23]=[CH:22][CH:21]=[CH:20][CH:19]=1)[CH:2]1[CH2:11][C:10]2[C:5](=[CH:6][CH:7]=[CH:8][C:9]=2[OH:12])[O:4][CH2:3]1 |f:1.2,6.7|. Procedure details: 3-Amino-5-methoxychroman (Thorberg et al. Acta Pharm. Suec. 24(1987)) (2.0 g, 9.28 mmol) was dissolved in methanol (50 ml) and pH was adjusted to 6.0 with acetic acid. The solution was cooled to 0° C. and sodium cyanoborohydrid (0.87 g, 13.8 mmol) was added together with 3-phenylpropanal (1.22 ml, 9.28 mmol), the cooling was withdrawn and the solution was stirred at ambient temperature for 4 hours. Paraformaldehyde (0.42 g, 14 mmol) and sodium cyanoborohydride (0.87 g, 9.28 mmol) was added and s... Starting materials: Cl, O=N[O-], [Na+], O, NC(=NO)c1nonc1N1CCOCC1. Yields the product ON=C(Cl)c1nonc1N1CCOCC1. As a reaction SMILES: [ClH:20].[N:16]([O-:17])=[O:18].[Na+:19].[OH2:21].[OH:1][N:2]=[C:3]([NH2:4])[c:5]1[n:6][o:7][n:8][c:9]1[N:10]1[CH2:11][CH2:12][O:13][CH2:14][CH2:15]1>>[OH:1][N:2]=[C:3]([c:5]1[n:6][o:7][n:8][c:9]1[N:10]1[CH2:11][CH2:12][O:13][CH2:14][CH2:15]1)[Cl:20].